This data is from the Open Reaction Database (ORD), a public repository of structured organic reaction records. The task is: describe an organic reaction: reactants, conditions, products, and yield Starting materials: CC(=O)Nc1nnc(C(F)(F)C(Cl)Cl)s1, [Na+], [OH-], O=S(=O)(O)O. Yields the product Nc1nnc(C(F)(F)C(Cl)Cl)s1. As a reaction SMILES: [F:1][C:2]([CH:3]([Cl:4])[Cl:5])([F:6])[c:7]1[s:8][c:9]([NH:12][C:13](=[O:14])[CH3:15])[n:10][n:11]1.[Na+:17].[OH-:16].[S:18](=[O:19])(=[O:20])([OH:21])[OH:22]>>[F:1][C:2]([CH:3]([Cl:4])[Cl:5])([F:6])[c:7]1[s:8][c:9]([NH2:12])[n:10][n:11]1.